Dataset: the Open Reaction Database (ORD), a public repository of structured organic reaction records. Task: describe an organic reaction: reactants, conditions, products, and yield The reactants are C(C)OCCNCC(C)(N1C=NC(=C1)[N+](=O)[O-])C ((2-Ethoxy-ethyl)-[2-methyl-2-(4-nitro-imidazol-1-yl)-propyl]-amine), FC=1C=C2CCC(CC2=C(C1)F)NC(C(=O)O)CCC (2-(6,8-Difluoro-1,2,3,4-tetrahydro-naphthalen-2-ylamino)-pentanoic acid). Product: C(C)OCCNCC(C)(C)N1C=NC(=C1)NC([C@H](CCC)NC1CC2=C(C=C(C=C2CC1)F)F)=O ((S)-2-(6,8-Difluoro-1,2,3,4-tetrahydro-naphthalen-2-ylamino)-pentanoic acid {1-[2-(2-ethoxy-ethylamino)-1,1-dimethyl-ethyl]-1H-imidazol-4-yl}-amide). As a reaction SMILES: [CH2:1]([O:3][CH2:4][CH2:5][NH:6][CH2:7][C:8]([CH3:18])([N:10]1[CH:14]=[C:13]([N+:15]([O-])=O)[N:12]=[CH:11]1)[CH3:9])[CH3:2].[F:19][C:20]1[CH:21]=[C:22]2[C:27](=[C:28]([F:30])[CH:29]=1)[CH2:26][CH:25]([NH:31][CH:32]([CH2:36][CH2:37][CH3:38])[C:33](O)=[O:34])[CH2:24][CH2:23]2>>[CH2:1]([O:3][CH2:4][CH2:5][NH:6][CH2:7][C:8]([N:10]1[CH:14]=[C:13]([NH:15][C:33](=[O:34])[C@@H:32]([NH:31][CH:25]2[CH2:24][CH2:23][C:22]3[C:27](=[C:28]([F:30])[CH:29]=[C:20]([F:19])[CH:21]=3)[CH2:26]2)[CH2:36][CH2:37][CH3:38])[N:12]=[CH:11]1)([CH3:18])[CH3:9])[CH3:2]. Reported procedure: (2-Ethoxy-ethyl)-[2-methyl-2-(4-nitro-imidazol-1-yl)-propyl]-amine was reduced and then coupled with 2-(6,8-Difluoro-1,2,3,4-tetrahydro-naphthalen-2-ylamino)-pentanoic acid (U.S. Ser. No. 11/078,898 filed Mar. 11, 2005) to afford the title compound: MS 492.6 m/z (M+1). Starting materials: COc1cc(Nc2nc3c(s2)CCCC3c2ccccc2)ccc1Br, Cn1cc(B2OC(C)(C)C(C)(C)O2)cn1, CO, [F-], [K+], CC(=O)[O-], CC(=O)[O-], [Pd+2]. The product is COc1cc(Nc2nc3c(s2)CCCC3c2ccccc2)ccc1-c1cnn(C)c1. As a reaction SMILES: [Br:1][c:2]1[c:3]([O:24][CH3:25])[cH:4][c:5]([NH:8][c:9]2[s:10][c:11]3[c:12]([n:13]2)[CH:14]([c:18]2[cH:19][cH:20][cH:21][cH:22][cH:23]2)[CH2:15][CH2:16][CH2:17]3)[cH:6][cH:7]1.[CH3:26][n:27]1[n:28][cH:29][c:30]([B:32]2[O:33][C:34]([CH3:35])([CH3:36])[C:37]([CH3:38])([CH3:39])[O:40]2)[cH:31]1.[CH3:43][OH:44].[F-:41].[K+:42].[O-:46][C:47]([CH3:48])=[O:49].[O-:50][C:51]([CH3:52])=[O:53].[Pd+2:45]>>[c:2]1(-[c:30]2[cH:29][n:28][n:27]([CH3:26])[cH:31]2)[c:3]([O:24][CH3:25])[cH:4][c:5]([NH:8][c:9]2[s:10][c:11]3[c:12]([n:13]2)[CH:14]([c:18]2[cH:19][cH:20][cH:21][cH:22][cH:23]2)[CH2:15][CH2:16][CH2:17]3)[cH:6][cH:7]1. Starting materials: NCCCN1C(C(=C(C2=CC=CN=C12)C1=CC(=CC=C1)OC)NC(=O)NC1=C(C=CC=C1C(C)C)C(C)C)=O (N-[1-(3-Aminopropyl)-4-(3-methoxyphenyl)-1,2-dihydro-2-oxo-1,8-naphthyridin-3-yl]-N'-(2,6-diisopropylphenyl)urea), C(C)(=O)OC(C)=O (acetic anhydride). Run in N1=CC=CC=C1 (pyridine). Conditions: time 40 minute. Product: C(C)(=O)NCCCN1C(C(=C(C2=CC=CN=C12)C1=CC(=CC=C1)OC)NC(=O)NC1=C(C=CC=C1C(C)C)C(C)C)=O (N-[1-(3-acetylaminopropyl)-4-(3-methoxyphenyl)-1,2-dihydro-2-oxo-1,8-naphthyridin-3-yl]-N'-(2,6-diisopropylphenyl)urea). As a reaction SMILES: [NH2:1][CH2:2][CH2:3][CH2:4][N:5]1[C:14]2[C:9](=[CH:10][CH:11]=[CH:12][N:13]=2)[C:8]([C:15]2[CH:20]=[CH:19][CH:18]=[C:17]([O:21][CH3:22])[CH:16]=2)=[C:7]([NH:23][C:24]([NH:26][C:27]2[C:32]([CH:33]([CH3:35])[CH3:34])=[CH:31][CH:30]=[CH:29][C:28]=2[CH:36]([CH3:38])[CH3:37])=[O:25])[C:6]1=[O:39].[C:40](OC(=O)C)(=[O:42])[CH3:41]>N1C=CC=CC=1>[C:40]([NH:1][CH2:2][CH2:3][CH2:4][N:5]1[C:14]2[C:9](=[CH:10][CH:11]=[CH:12][N:13]=2)[C:8]([C:15]2[CH:20]=[CH:19][CH:18]=[C:17]([O:21][CH3:22])[CH:16]=2)=[C:7]([NH:23][C:24]([NH:26][C:27]2[C:32]([CH:33]([CH3:35])[CH3:34])=[CH:31][CH:30]=[CH:29][C:28]=2[CH:36]([CH3:38])[CH3:37])=[O:25])[C:6]1=[O:39])(=[O:42])[CH3:41]. Procedure details: N-[1-(3-Aminopropyl)-4-(3-methoxyphenyl)-1,2-dihydro-2-oxo-1,8-naphthyridin-3-yl]-N'-(2,6-diisopropylphenyl)urea (50 mg, 0.1 mmol) was dissolved in pyridine (1 ml), and thereto was added acetic anhydride (0.5 ml). The mixture was stirred for 40 minutes, and concentrated under reduced pressure. The residue was purified by preparative thin layer chromatography to give the title compound (49 mg, 0.09 mmol). Reactants: CCOC(=O)c1c(C)nc2cccc(OCC3CCCN3)c2c1N, O=C(O)C1CCCCC1. The product is CCOC(=O)c1c(C)nc2cccc(OCC3CCCN3C(=O)C3CCCCC3)c2c1N. RXN SMILES: [NH2:1][c:2]1[c:3]([C:20](=[O:21])[O:22][CH2:23][CH3:24])[c:4]([CH3:19])[n:5][c:6]2[cH:7][cH:8][cH:9][c:10]([O:12][CH2:13][CH:14]3[NH:15][CH2:16][CH2:17][CH2:18]3)[c:11]12.[OH:25][C:26](=[O:27])[CH:28]1[CH2:29][CH2:30][CH2:31][CH2:32][CH2:33]1>>[NH2:1][c:2]1[c:3]([C:20](=[O:21])[O:22][CH2:23][CH3:24])[c:4]([CH3:19])[n:5][c:6]2[cH:7][cH:8][cH:9][c:10]([O:12][CH2:13][CH:14]3[N:15]([C:26](=[O:25])[CH:28]4[CH2:29][CH2:30][CH2:31][CH2:32][CH2:33]4)[CH2:16][CH2:17][CH2:18]3)[c:11]12. Reactants: C(C)OC(C[C@@H](C(C)C)NC(=O)OCC1=CC=CC=C1)=O (3(S)-benzyloxycarbonylamino-4-methylpentanoic acid ethyl ester), N (ammonia). Product: C(C1=CC=CC=C1)OC(=O)N[C@@H](CC(=O)N)C(C)C (3(S)-Benzyloxycarbonylamino-4-methylpentanoic acid amide). Reaction SMILES: C([O:3][C:4](=O)[CH2:5][C@H:6]([NH:10][C:11]([O:13][CH2:14][C:15]1[CH:20]=[CH:19][CH:18]=[CH:17][CH:16]=1)=[O:12])[CH:7]([CH3:9])[CH3:8])C.[NH3:22]>>[CH2:14]([O:13][C:11]([NH:10][C@H:6]([CH:7]([CH3:9])[CH3:8])[CH2:5][C:4]([NH2:22])=[O:3])=[O:12])[C:15]1[CH:20]=[CH:19][CH:18]=[CH:17][CH:16]=1. Procedure: 2.23 g of 3(S)-benzyloxycarbonylamino-4-methylpentanoic acid ethyl ester and 50 ml of 6N ammonia (in methanol) are stirred for 6 days at 75° C. in a bomb tube. The reaction mixture is concentrated by evaporation and the residue is crystallised from ethyl acetate. The title compound is obtained: Rf (dichloromethane/methanol=95:5)=0.20; m.p. 171°-172° C.